This data is from the Open Reaction Database (ORD), a public repository of structured organic reaction records. The task is: describe an organic reaction: reactants, conditions, products, and yield Starting materials: FC1=C(C(=O)O)C=CC(=C1F)C (2,3-difluoro-4-methylbenzoic acid), [OH-].[Na+] (sodium hydroxide), CS(=O)C (DMSO), Cl (hydrochloric acid). Solvent: O (water), C(C)(=O)OCC (Ethyl acetate). Conditions: temperature 140 celsius, time 12 hour. Yields the product FC=1C(=C(C(=O)O)C=CC1C)O (3-fluoro-2-hydroxy-4-methylbenzoic acid). RXN SMILES: F[C:2]1[C:10]([F:11])=[C:9]([CH3:12])[CH:8]=[CH:7][C:3]=1[C:4]([OH:6])=[O:5].[OH-].[Na+].CS(C)=[O:17].Cl>O.C(OCC)(=O)C>[F:11][C:10]1[C:2]([OH:17])=[C:3]([CH:7]=[CH:8][C:9]=1[CH3:12])[C:4]([OH:6])=[O:5] |f:1.2|. Procedure: A mixture of 2,3-difluoro-4-methylbenzoic acid (25.0 g), sodium hydroxide (23.2 g) and DMSO (250 mL) was stirred at 140° C. for 12 hr, and then overnight at room temperature, under argon atmosphere. To the reaction mixture was added 6M hydrochloric acid (100 mL) under ice-cooling. Ethyl acetate and water were added thereto at room temperature, the organic layer was separated, and the aqueous layer was extracted with ethyl acetate. The organic layers were combined, washed with water and saturated... Reactants: O=C([O-])[O-], CCOC(=O)c1cn[nH]c1, CN(C)C=O, [Cs+], [Cs+], I[Cu]I, CC1CCCN1CCCOc1ccc(I)cc1, O. Product: CCOC(=O)c1cnn(-c2ccc(OCCCN3CCCC3C)cc2)c1. RXN SMILES: [C:28](=[O:29])([O-:30])[O-:31].[CH2:18]([CH3:19])[O:20][C:21](=[O:22])[c:23]1[cH:24][n:25][nH:26][cH:27]1.[CH3:34][N:35]([CH3:36])[CH:37]=[O:38].[Cs+:32].[Cs+:33].[Cu:40]([I:41])[I:42].[I:1][c:2]1[cH:3][cH:4][c:5]([O:6][CH2:7][CH2:8][CH2:9][N:10]2[CH:11]([CH3:15])[CH2:12][CH2:13][CH2:14]2)[cH:16][cH:17]1.[OH2:39]>>[c:2]1(-[n:26]2[n:25][cH:24][c:23]([C:21]([O:20][CH2:18][CH3:19])=[O:22])[cH:27]2)[cH:3][cH:4][c:5]([O:6][CH2:7][CH2:8][CH2:9][N:10]2[CH:11]([CH3:15])[CH2:12][CH2:13][CH2:14]2)[cH:16][cH:17]1.